From a dataset of the Open Reaction Database (ORD), a public repository of structured organic reaction records. describe an organic reaction: reactants, conditions, products, and yield Starting materials: COC1=CC=C(C=C1)B(O)O (4-Methoxy-benzeneboronic acid), BrC1=CC=C(C=C1)C=1N=C(OC1C)C1=CC=C(C=C1)C(F)(F)F (4-(4-bromo-phenyl)-5-methyl-2-(4-trifluoromethyl-phenyl)-oxazole), C([O-])([O-])=O.[Na+].[Na+] (sodium carbonate), OO (hydrogen peroxide). Solvent: C(C)O (ethyl alcohol), C1(=CC=CC=C1)C (toluene), O (water). Reagents/catalysts: C=1C=CC(=CC1)[P](C=2C=CC=CC2)(C=3C=CC=CC3)[Pd]([P](C=4C=CC=CC4)(C=5C=CC=CC5)C=6C=CC=CC6)([P](C=7C=CC=CC7)(C=8C=CC=CC8)C=9C=CC=CC9)[P](C=1C=CC=CC1)(C=1C=CC=CC1)C=1C=CC=CC1 (tetrakis(triphenylphosphine)palladium(0)). Reported procedure: 4-Methoxy-benzeneboronic acid (1.44 g, 7.19 mmol) in ethyl alcohol (5 mL) was added into a mixture of 4-(4-bromo-phenyl)-5-methyl-2-(4-trifluoromethyl-phenyl)-oxazole (2.5 g, 6.54 mmol), sodium carbonate (2N, 6.5 mL), tetrakis(triphenylphosphine)palladium(0) (0.23 g, 0.196 mmol), and toluene (200 mL). The reaction mixture was refluxed for 12 hours, cooled to room temperature, and treated with hydrogen peroxide (30%, 5 mL) for 1 hour. Then, the mixture was poured into water and extracted with eth... Reaction SMILES: [CH3:1][O:2][C:3]1[CH:8]=[CH:7][C:6](B(O)O)=[CH:5][CH:4]=1.Br[C:13]1[CH:18]=[CH:17][C:16]([C:19]2[N:20]=[C:21]([C:25]3[CH:30]=[CH:29][C:28]([C:31]([F:34])([F:33])[F:32])=[CH:27][CH:26]=3)[O:22][C:23]=2[CH3:24])=[CH:15][CH:14]=1.C(=O)([O-])[O-].[Na+].[Na+].OO>C(O)C.C1C=CC([P]([Pd]([P](C2C=CC=CC=2)(C2C=CC=CC=2)C2C=CC=CC=2)([P](C2C=CC=CC=2)(C2C=CC=CC=2)C2C=CC=CC=2)[P](C2C=CC=CC=2)(C2C=CC=CC=2)C2C=CC=CC=2)(C2C=CC=CC=2)C2C=CC=CC=2)=CC=1.O.C1(C)C=CC=CC=1>[CH3:1][O:2][C:3]1[CH:8]=[CH:7][C:6]([C:13]2[CH:14]=[CH:15][C:16]([C:19]3[N:20]=[C:21]([C:25]4[CH:26]=[CH:27][C:28]([C:31]([F:32])([F:34])[F:33])=[CH:29][CH:30]=4)[O:22][C:23]=3[CH3:24])=[CH:17][CH:18]=2)=[CH:5][CH:4]=1 |f:2.3.4,^1:49,51,70,89|. Yield: 82.2%. Product: COC1=CC=C(C=C1)C1=CC=C(C=C1)C=1N=C(OC1C)C1=CC=C(C=C1)C(F)(F)F (4-(4′-Methoxy-biphenyl-4-yl)-5-methyl-2-(4-trifluoromethyl-phenyl)-oxazole). The reactants are 1, N\C(=C/C#N)\C (3-aminocrotononitrile), N1N=CC2=CC(=CC=C12)C=O (1H-indazole-5-carboxaldehyde), C(=O)(O)[O-].[Na+] (NaHCO3). The solvent is CC(=O)O (HOAc). Run at time 1.5 hour. Product: N1N=CC2=CC(=CC=C12)C1C(=C(NC(=C1C#N)C)C)C#N (1,4-dihydro-4-(1H-indazol-5-yl)-2,6-dimethyl-3,5-pyridinedicarbonitrile). Isolated yield 44.0%. As a reaction SMILES: [NH:1]1[C:9]2[C:4](=[CH:5][C:6]([CH:10]=O)=[CH:7][CH:8]=2)[CH:3]=[N:2]1.[NH2:12]/[C:13](/[CH3:17])=[CH:14]\[C:15]#[N:16].C([O-])(O)=O.[Na+]>CC(O)=O>[NH:1]1[C:9]2[C:4](=[CH:5][C:6]([CH:10]3[C:14]([C:15]#[N:16])=[C:13]([CH3:17])[NH:12][C:7]([CH3:6])=[C:8]3[C:9]#[N:1])=[CH:7][CH:8]=2)[CH:3]=[N:2]1 |f:2.3|. Reported procedure: A mixture of 1H-indazole-5-carboxaldehyde from Synthetic Preparation 1 (447 mg, 3.1 mmol) and 3-aminocrotononitrile (526.4 mg, 6.41 mmol) in HOAc (10 mL) was kept at 110° C. for 1.5 hr, after which it was cooled to rt. The reaction was treated with NaHCO3 (sat.) to pH 10, and extracted with EtOAc. The organic phases were combined, washed with brine, and dried. Concentration followed by purification with flash chromatography afforded 1,4-dihydro-4-(1H-indazol-5-yl)-2,6-dimethyl-3,5-pyridinedicarb... Product: CN1CC=C(CC1)CC(=O)N1C2=C(NC(C3=C1C=CC=C3)=O)C=CC=C2 (5,10-dihydro-5-[(1-methyl-1,2,5,6-tetrahydro-4-pyridinyl)acetyl]-11H-dibenzo[b,e][1,4]diazepin-11-one). Procedure: from 5,10-dihydro-11H-dibenzo[b,e][1,4]diazepin-11-one and 4-pyridioacetic acid chloride hydrochloride via 5,10-dihydro-5-[(4-pyridinyl)acetyl]-11H-dibenzo[b,e]-[1,4]diazepin-11-one and 5,10-dihydro-5-[(4-pyridinyl)acetyl]-11H-dibenzo[b,e][1,4]diazepin-11-one methoiodide. RXN SMILES: [CH:1]1C2C(=O)NC3C=CC=CC=3NC=2C=CC=1.[N:17]1[CH:22]=[CH:21][C:20]([CH2:23][C:24]([N:26]2[C:32]3[CH:33]=[CH:34][CH:35]=[CH:36][C:31]=3[C:30](=[O:37])[NH:29][C:28]3[CH:38]=[CH:39][CH:40]=[CH:41][C:27]2=3)=[O:25])=[CH:19][CH:18]=1>>[CH3:1][N:17]1[CH2:18][CH2:19][C:20]([CH2:23][C:24]([N:26]2[C:32]3[CH:33]=[CH:34][CH:35]=[CH:36][C:31]=3[C:30](=[O:37])[NH:29][C:28]3[CH:38]=[CH:39][CH:40]=[CH:41][C:27]2=3)=[O:25])=[CH:21][CH2:22]1. The reactants are C1=CC=CC=2NC3=C(NC(C21)=O)C=CC=C3 (5,10-dihydro-11H-dibenzo[b,e][1,4]diazepin-11-one), N1=CC=C(C=C1)CC(=O)N1C2=C(NC(C3=C1C=CC=C3)=O)C=CC=C2 (5,10-dihydro-5-[(4-pyridinyl)acetyl]-11H-dibenzo[b,e][1,4]diazepin-11-one), acid chloride hydrochloride, N1=CC=C(C=C1)CC(=O)N1C2=C(NC(C3=C1C=CC=C3)=O)C=CC=C2 (5,10-dihydro-5-[(4-pyridinyl)acetyl]-11H-dibenzo[b,e]-[1,4]diazepin-11-one). The reactants are S1C=C(C=C1)CC(=O)O (3-thienylacetic acid), SCC1=C(C(=O)O)C=CC=N1 (2-mercaptomethylnicotinic acid), 1- or 2-furylacetic acid, 3- or 4-pyridylacetic acid. Product: S1C(=CC=C1)CC(=O)O (2-thienylacetic acid). RXN SMILES: [S:1]1[CH:5]=[CH:4][C:3](CC(O)=O)=[CH:2]1.SCC1N=CC=C[C:13]=1[C:14]([OH:16])=[O:15]>>[S:1]1[CH:2]=[CH:3][CH:4]=[C:5]1[CH2:13][C:14]([OH:16])=[O:15]. Reported procedure: 3-thienylacetic acid; 1- or 2-furylacetic acid; 2-, 3- or 4-pyridylacetic acid; 2-mercaptomethylnicotinic acid; Starting materials: NC=1C=CC2=C(N(C(CCC2(C)C)=O)CC)C1 (8-Amino-1-ethyl-5,5-dimethyl-1,3,4,5-tetrahydro-benzo[b]azepin-2-one), ClC1=NC=C(C(=N1)NC1=C(C=CC=C1S(=O)(=O)C(C)C)F)Cl ((2,5-Dichloro-pyrimidin-4-yl)-[2-fluoro-6-(propane-2-sulfonyl)-phenyl]-amine). The product is ClC=1C(=NC(=NC1)NC1=CC2=C(C(CCC(N2CC)=O)(C)C)C=C1)NC1=C(C=CC=C1S(=O)(=O)C(C)C)F (8-{5-Chloro-4-[2-fluoro-6-(propane-2-sulfonyl)-phenylamino]-pyrimidin-2-ylamino}-1-ethyl-5,5-dimethyl-1,3,4,5-tetrahydro-1-benzazepin-2-one). Reaction SMILES: [NH2:1][C:2]1[CH:3]=[CH:4][C:5]2[C:11]([CH3:13])([CH3:12])[CH2:10][CH2:9][C:8](=[O:14])[N:7]([CH2:15][CH3:16])[C:6]=2[CH:17]=1.Cl[C:19]1[N:24]=[C:23]([NH:25][C:26]2[C:31]([S:32]([CH:35]([CH3:37])[CH3:36])(=[O:34])=[O:33])=[CH:30][CH:29]=[CH:28][C:27]=2[F:38])[C:22]([Cl:39])=[CH:21][N:20]=1>>[Cl:39][C:22]1[C:23]([NH:25][C:26]2[C:31]([S:32]([CH:35]([CH3:36])[CH3:37])(=[O:34])=[O:33])=[CH:30][CH:29]=[CH:28][C:27]=2[F:38])=[N:24][C:19]([NH:1][C:2]2[CH:3]=[CH:4][C:5]3[C:11]([CH3:12])([CH3:13])[CH2:10][CH2:9][C:8](=[O:14])[N:7]([CH2:15][CH3:16])[C:6]=3[CH:17]=2)=[N:20][CH:21]=1. Procedure: Title compound was prepared from 8-Amino-1-ethyl-5,5-dimethyl-1,3,4,5-tetrahydro-benzo[b]azepin-2-one and (2,5-Dichloro-pyrimidin-4-yl)-[2-fluoro-6-(propane-2-sulfonyl)-phenyl]-amine in an analogous manner to Example 1221d. Product was obtained as a white foam. (12 mg, 8%). LCMS 562.18 (M+H), HPLC purity 99%, 1H-NMR (CDCl3, 400 MHz) δ 8.27 (s, 1H), 8.17 (s, 1H), 7.81 (d, J=7.1 Hz), 7.49-7.42 (m, 3H), 7.20 (d, J=6.5 Hz, 1H), 7.13 (d, J=8.3 Hz, 1H), 6.99 (s, 1H), 3.75-3.65 (bs, 2H), 3.13-3.03 (m, ... Reactants: C(=O)C1=C(OCC(=O)O)C=CC=C1 (2-formylphenoxyacetic acid), N\C(=C/C(=O)OC)\C (methyl 3-aminocrotonate). The solvent is CO (methanol). Product: COC(=O)C1=C(NC(=C(C1C1=C(OCC(=O)O)C=CC=C1)C(=O)OC)C)C (2-(3,5-Dimethoxycarbonyl-2,6-dimethyl-1,4-dihydro-pyridin-4-yl)phenoxyacetic Acid). RXN SMILES: [CH:1]([C:3]1[CH:13]=[CH:12][CH:11]=[CH:10][C:4]=1[O:5][CH2:6][C:7]([OH:9])=[O:8])=O.[NH2:14]/[C:15](/[CH3:21])=[CH:16]\[C:17]([O:19][CH3:20])=[O:18]>CO>[CH3:20][O:19][C:17]([C:16]1[CH:1]([C:3]2[CH:13]=[CH:12][CH:11]=[CH:10][C:4]=2[O:5][CH2:6][C:7]([OH:9])=[O:8])[C:16]([C:17]([O:19][CH3:20])=[O:18])=[C:15]([CH3:21])[NH:14][C:15]=1[CH3:21])=[O:18]. Procedure: A solution of 5 g of 2-formylphenoxyacetic acid and 6.4 g of methyl 3-aminocrotonate in methanol was refluxed for 24 hours and evaporated. The residue was dissolved in a solution of sodium carbonate in water. This solution was washed twice with ethyl acetate and acidified to pH 2 with dilute hydrochloric acid, after which the solution was again extracted with ethyl acetate. The organic layer was dried over magnesium sulfate and evaporated. The residue was crystallized from ethyl acetate/petroleu...